Dataset: the Open Reaction Database (ORD), a public repository of structured organic reaction records. Task: describe an organic reaction: reactants, conditions, products, and yield Starting materials: CCO, CC(C)N(CCN)C(C)C, O=[N+]([O-])c1cc[n+]([O-])c(Cl)c1. Product: CC(C)N(CCNc1cc([N+](=O)[O-])cc[n+]1[O-])C(C)C. RXN SMILES: [CH3:22][CH2:23][OH:24].[CH:12]([CH3:13])([CH3:14])[N:15]([CH2:16][CH2:17][NH2:18])[CH:19]([CH3:20])[CH3:21].[Cl:1][c:2]1[n+:3]([O-:11])[cH:4][cH:5][c:6]([N+:8](=[O:9])[O-:10])[cH:7]1>>[c:2]1([NH:18][CH2:17][CH2:16][N:15]([CH:12]([CH3:13])[CH3:14])[CH:19]([CH3:20])[CH3:21])[n+:3]([O-:11])[cH:4][cH:5][c:6]([N+:8](=[O:9])[O-:10])[cH:7]1.